Dataset: the Open Reaction Database (ORD), a public repository of structured organic reaction records. Task: describe an organic reaction: reactants, conditions, products, and yield The reactants are CCOC(=O)c1cc2cc(CCC(=O)OC(C)(C)C)ccc2[nH]1, ClCCl, O=C(O)C(F)(F)F. The product is CCOC(=O)c1cc2cc(CCC(=O)O)ccc2[nH]1. RXN SMILES: [CH2:1]([CH3:2])[O:3][C:4](=[O:5])[c:6]1[nH:7][c:8]2[cH:9][cH:10][c:11]([CH2:15][CH2:16][C:17](=[O:18])[O:19][C:20]([CH3:21])([CH3:22])[CH3:23])[cH:12][c:13]2[cH:14]1.[Cl:31][CH2:32][Cl:33].[OH:24][C:25]([C:26]([F:27])([F:28])[F:29])=[O:30]>>[CH2:1]([CH3:2])[O:3][C:4](=[O:5])[c:6]1[nH:7][c:8]2[cH:9][cH:10][c:11]([CH2:15][CH2:16][C:17](=[O:18])[OH:19])[cH:12][c:13]2[cH:14]1. Reactants: SO2Cl2, CC(C)(C)N([C@@H](CC1=CC=C(C=C1)OCCCC(=O)OCC)C(=O)O)C(=S)NC1=CC=C(C=C1)Br.BrC1=CC2=C(N=C(S2)N[C@@H](CC2=CC=C(C=C2)OCCCC(NC=2NCCCN2)=O)C(=O)O)C=C1 (N-(6-bromo-2-benzothiazolyl)-O-[4-oxo-4-[(1,4,5,6-tetrahydro-2-pyrimidinyl)amino]butyl]-L-tyrosine (1,1-dimethyl ethyl) N-[[(4-bromophenyl)amino]thioxomethyl]-O-(4-ethoxy-4-oxo-butyl)-L-tyrosinate). Solvent: ClC1=CC=CC=C1 (chlorobenzene), ClC1=CC=CC=C1 (chlorobenzene), C(C)(=O)OCC (ethyl acetate). Conditions: time 2 hour. Yields the product BrC1=CC2=C(N=C(S2)N[C@@H](CC2=CC=C(C=C2)OCCCC(=O)OCC)C(=O)OC(C)(C)C)C=C1 ((1,1-dimethyl ethyl) N-[6-bromo-2-benzothiazolyl]-O-(4-ethoxy-4-oxo-butyl)-L-tyrosinate). Isolated yield 19.9%. As a reaction SMILES: CC([N:5]([C:26]([NH:28][C:29]1[CH:34]=[CH:33][C:32]([Br:35])=[CH:31][CH:30]=1)=[S:27])[C@H:6]([C:23]([OH:25])=[O:24])[CH2:7][C:8]1[CH:13]=[CH:12][C:11]([O:14][CH2:15][CH2:16][CH2:17][C:18]([O:20][CH2:21][CH3:22])=[O:19])=[CH:10][CH:9]=1)(C)C.BrC1C=CC2N=C(N[C@H](C(O)=O)[CH2:46][C:47]3[CH:52]=CC(OCCCC(=O)NC4NCCCN=4)=C[CH:48]=3)SC=2C=1>ClC1C=CC=CC=1.C(OCC)(=O)C>[Br:35][C:32]1[CH:31]=[CH:30][C:29]2[N:28]=[C:26]([NH:5][C@H:6]([C:23]([O:25][C:47]([CH3:52])([CH3:48])[CH3:46])=[O:24])[CH2:7][C:8]3[CH:13]=[CH:12][C:11]([O:14][CH2:15][CH2:16][CH2:17][C:18]([O:20][CH2:21][CH3:22])=[O:19])=[CH:10][CH:9]=3)[S:27][C:34]=2[CH:33]=1 |f:0.1|. Procedure: 0.6 ml of SO2Cl2 in 5 ml of chlorobenzene is added to a solution of amino thiourea 8-1 (3 g, 5.3 mmol) in 60 ml of chlorobenzene at 0° C., agitation is carried out for 2 hours at ambient temperature, followed by diluting in ethyl acetate, washing, drying and evaporating the organic phase under reduced pressure, in order to obtain the crude product which is purified by chromatography eluting with a heptane/ethyl acetate mixture 80/20. 593 mg of expected product is obtained 8-2. Reaction conditions: temperature 60 celsius, time 40 minute. The yield is 87.9%. Run in CN(C=O)C (dimethylformamide). Reported procedure: 4.25 g of tert-butyl 1-oxa-6-azaspiro[2.5]octane-6-carboxylate was dissolved in 30 ml dimethylformamide, 5.38 g of sodium imidazole was added thereto, and the mixture was stirred at 60° C. for 3 hr and 40 min. After cooling, ethyl acetate was added to the reaction solution, and it was washed with water for 3 times and then with brine, dried over anhydrous magnesium sulfate, and filtered. The filtrate was evaporated and subjected to silica gel column chromatography to give 4.93 g of tert-butyl 4-... The reactants are N1C=NC=C1.[Na] (sodium imidazole), O1CC12CCN(CC2)C(=O)OC(C)(C)C (tert-butyl 1-oxa-6-azaspiro[2.5]octane-6-carboxylate), C(C)(=O)OCC (ethyl acetate). Reaction SMILES: [O:1]1[C:3]2([CH2:8][CH2:7][N:6]([C:9]([O:11][C:12]([CH3:15])([CH3:14])[CH3:13])=[O:10])[CH2:5][CH2:4]2)[CH2:2]1.[NH:16]1[CH:20]=[CH:19][N:18]=[CH:17]1.[Na].C(OCC)(=O)C>CN(C)C=O>[OH:1][C:3]1([CH2:2][N:16]2[CH:20]=[CH:19][N:18]=[CH:17]2)[CH2:8][CH2:7][N:6]([C:9]([O:11][C:12]([CH3:15])([CH3:14])[CH3:13])=[O:10])[CH2:5][CH2:4]1 |f:1.2,^1:20|. Product: OC1(CCN(CC1)C(=O)OC(C)(C)C)CN1C=NC=C1 (tert-butyl 4-hydroxy-4-(1H-1-imidazolylmethyl)-1-piperidinecarboxylate). Reaction conditions: temperature -78 celsius, time 2 day. Yield: 51.4%. Yields the product OCC1C(C2(CC1)CCN(CC2)C(=O)OC(C)(C)C)=O (tert-Butyl 2-(hydroxymethyl)-1-oxo-8-azaspiro[4.5]decane-8-carboxylate). Reaction SMILES: [O:1]=[C:2]1[C:6]2([CH2:11][CH2:10][N:9]([C:12]([O:14][C:15]([CH3:18])([CH3:17])[CH3:16])=[O:13])[CH2:8][CH2:7]2)[CH2:5][CH2:4][CH2:3]1.[CH:19](OCC)=[O:20].CC(C)([O-])C.[K+].Cl>C(OCC)C>[OH:20][CH2:19][CH:3]1[CH2:4][CH2:5][C:6]2([CH2:7][CH2:8][N:9]([C:12]([O:14][C:15]([CH3:18])([CH3:17])[CH3:16])=[O:13])[CH2:10][CH2:11]2)[C:2]1=[O:1] |f:2.3|. Reported procedure: tert-Butyl 1-oxo-8-azaspiro[4.5]decane-8-carboxylate from Procedure 1, Step G (0.526 g, 2.08 mmol) was dried by evaporating with toluene (10 mL) three times in vacuo, dissolved in methyl-tert-butyl ether (5 mL), and cooled to −78° C. To this solution was added ethyl formate (0.336 mL, 4.15 mmol) and then potassium t-butoxide (0.466 g, 4.16 mmol). After 2 days, the reaction mixture was diluted with diethyl ether, poured into 2N HCl, and extracted three times with diethyl ether. The organic layers... Run in C(C)OCC (diethyl ether). Reactants: O=C1CCCC12CCN(CC2)C(=O)OC(C)(C)C (tert-Butyl 1-oxo-8-azaspiro[4.5]decane-8-carboxylate), Cl (HCl), C(=O)OCC (ethyl formate), CC(C)([O-])C.[K+] (potassium t-butoxide). Reactants: O1C(=NC2=C1C=CC=C2)/C=C/C=2C(=NC(=C(C2)CC)COCC2=CC=CC=C2)OCC2=CC=CC=C2 (trans 3-[2-(benzoxazol-2-yl)ethenyl]-5-ethyl-6-benzyloxymethyl-2-benzyloxypyridine). The reagents and catalysts are [Pd] (Pd on charcoal). Solvent: O1CCCC1 (tetrahydrofuran), CO (methanol). Reaction conditions: time 20 hour. Product: O1C(=NC2=C1C=CC=C2)CCC=2C(NC(=C(C2)CC)COCC2=CC=CC=C2)=O (3-[2-(benzoxazol-2-yl)ethyl]-5-ethyl-6-benzyloxymethyl-2(1H)-pyridinone). RXN SMILES: [O:1]1[C:5]2[CH:6]=[CH:7][CH:8]=[CH:9][C:4]=2[N:3]=[C:2]1/[CH:10]=[CH:11]/[C:12]1[C:13]([O:29]CC2C=CC=CC=2)=[N:14][C:15]([CH2:20][O:21][CH2:22][C:23]2[CH:28]=[CH:27][CH:26]=[CH:25][CH:24]=2)=[C:16]([CH2:18][CH3:19])[CH:17]=1>O1CCCC1.CO.[Pd]>[O:1]1[C:5]2[CH:6]=[CH:7][CH:8]=[CH:9][C:4]=2[N:3]=[C:2]1[CH2:10][CH2:11][C:12]1[C:13](=[O:29])[NH:14][C:15]([CH2:20][O:21][CH2:22][C:23]2[CH:24]=[CH:25][CH:26]=[CH:27][CH:28]=2)=[C:16]([CH2:18][CH3:19])[CH:17]=1. Procedure details: A solution of cis/trans 3-[2-(benzoxazol-2-yl)ethenyl]-5-ethyl-6-benzyloxymethyl-2-benzyloxypyridine (1.40 g, 2.94 mmol) in dry tetrahydrofuran (20 mL) and methanol (15 mL) containing 10% Pd on charcoal (215 mg) as a catalyst was hydrogenated at atmospheric pressure for 20 hours. The catalyst was filtered off and the solution evaporated to give a white residue. This residue was triturated with diethyl ether to give pure product with m.p. of 140°-142° C.